Dataset: the Open Reaction Database (ORD), a public repository of structured organic reaction records. Task: describe an organic reaction: reactants, conditions, products, and yield Reactants: BrCCCOC1=CC=C(C=C1)C1=CC=CC=C1 (4-(3-bromo-propoxy)-biphenyl), COC(C(CC1=CC(=CC=C1)O)OC)=O (3-(3-hydroxy-phenyl)-2-methoxy-propionic acid methyl ester), C1(=CC=C(C=C1)OCCOC1=CC=C(C=C1)C[C@@H](C(=O)O)OC)C1=CC=CC=C1 ((2S)-3-{4-[2-(biphenyl-4-yloxy)-ethoxy]-phenyl}-2-methoxy-propionic acid). Product: C1(=CC=C(C=C1)OCCCOC=1C=C(C=CC1)CC(C(=O)O)OC)C1=CC=CC=C1 (3-{3-[3-(biphenyl-4-yloxy)-propoxy]-phenyl}-2-methoxy-propionic acid). As a reaction SMILES: Br[CH2:2][CH2:3][CH2:4][O:5][C:6]1[CH:11]=[CH:10][C:9]([C:12]2[CH:17]=[CH:16][CH:15]=[CH:14][CH:13]=2)=[CH:8][CH:7]=1.C[O:19][C:20](=[O:32])[CH:21]([O:30][CH3:31])[CH2:22][C:23]1[CH:28]=[CH:27][CH:26]=[C:25]([OH:29])[CH:24]=1.C1(C2C=CC=CC=2)C=CC(OCCOC2C=CC(C[C@H](OC)C(O)=O)=CC=2)=CC=1>>[C:9]1([C:12]2[CH:17]=[CH:16][CH:15]=[CH:14][CH:13]=2)[CH:10]=[CH:11][C:6]([O:5][CH2:4][CH2:3][CH2:2][O:29][C:25]2[CH:24]=[C:23]([CH2:22][CH:21]([O:30][CH3:31])[C:20]([OH:32])=[O:19])[CH:28]=[CH:27][CH:26]=2)=[CH:7][CH:8]=1. Procedure details: The title compound was prepared from 4-(3-bromo-propoxy)-biphenyl (Example 291, Step 7) and 3-(3-hydroxy-phenyl)-2-methoxy-propionic acid methyl ester (Example 291, Step 4) (0.3 g, 1.42 mmol) via the same procedure used for the preparation of (2S)-3-{4-[2-(biphenyl-4-yloxy)-ethoxy]-phenyl}-2-methoxy-propionic acid (Example 283, Step 3). The crude material was submitted to chiral HPLC separation to afford the single enantiomer of isomer 1. 1H-NMR (CDCl3, 200.15 MHz): 7.57–7.17 (m, 7H), 6.99 (dd, ... The reactants are CCOCC, CS(=O)(=O)OC1CCOC(C(c2ccccc2)c2ccccc2)C1, [N-]=[N+]=[N-], [Na+], CN(C)C=O. Yields the product [N-]=[N+]=NC1CCOC(C(c2ccccc2)c2ccccc2)C1. RXN SMILES: [CH2:34]([O:35][CH2:36][CH3:37])[CH3:38].[CH:1]([c:2]1[cH:3][cH:4][cH:5][cH:6][cH:7]1)([c:8]1[cH:9][cH:10][cH:11][cH:12][cH:13]1)[CH:14]1[O:15][CH2:16][CH2:17][CH:18]([O:20][S:21]([CH3:22])(=[O:23])=[O:24])[CH2:19]1.[N-:26]=[N+:27]=[N-:28].[Na+:25].[O:29]=[CH:30][N:31]([CH3:32])[CH3:33]>>[CH:1]([c:2]1[cH:3][cH:4][cH:5][cH:6][cH:7]1)([c:8]1[cH:9][cH:10][cH:11][cH:12][cH:13]1)[CH:14]1[O:15][CH2:16][CH2:17][CH:18]([N:26]=[N+:27]=[N-:28])[CH2:19]1. Reactants: ClC1=NC=C(C2=CC=CC=C12)CCC=1C=NC=CC1 (1-chloro-4-[2-(pyridin-3-yl)-ethyl]-isoquinoline), C(C)(C)(C)C1CCC(CC1)N (4-tert-butyl-cyclohexylamine), C(C)(C)(C)C1CCC(CC1)N (4-tert-butyl-cyclohexylamine). The solvent is CCOC(=O)C (EtOAc), C(=O)(O)[O-].[Na+] (NaHCO3). Run at time 2 day. The product is C(C)(C)(C)[C@@H]1CC[C@H](CC1)NC1=NC=C(C2=CC=CC=C12)CCC=1C=NC=CC1 (trans 1-(4-tert-butyl-cyclohexylamino)-4-[2-(pyridin-3-yl)-ethyl]-isoquinoline). Reaction SMILES: Cl[C:2]1[C:11]2[C:6](=[CH:7][CH:8]=[CH:9][CH:10]=2)[C:5]([CH2:12][CH2:13][C:14]2[CH:15]=[N:16][CH:17]=[CH:18][CH:19]=2)=[CH:4][N:3]=1.[C:20]([CH:24]1[CH2:29][CH2:28][CH:27]([NH2:30])[CH2:26][CH2:25]1)([CH3:23])([CH3:22])[CH3:21]>CCOC(C)=O.C([O-])(O)=O.[Na+]>[C:20]([C@H:24]1[CH2:25][CH2:26][C@H:27]([NH:30][C:2]2[C:11]3[C:6](=[CH:7][CH:8]=[CH:9][CH:10]=3)[C:5]([CH2:12][CH2:13][C:14]3[CH:15]=[N:16][CH:17]=[CH:18][CH:19]=3)=[CH:4][N:3]=2)[CH2:28][CH2:29]1)([CH3:23])([CH3:21])[CH3:22] |f:3.4|. Reported procedure: Under a N2 atmosphere, 300 mg (1.11 mmol) of 1-chloro-4-[2-(pyridin-3-yl)-ethyl]-isoquinoline (step 1.6) and 520 mg (3.3 mmol) 4-tert-butyl-cyclohexylamine (cis/trans mixture) are stirred at 120° C. After 2 days, a further 520 mg of 4-tert-butyl-cyclohexylamine are added, followed by 1 g after a total of 4 days. Stirring continues for 3 days at 150° C., then the reaction mixture is cooled to RT and diluted with EtOAc and NaHCO3 solution. The water phase is separated off and extracted twice with ... Reactants: C(=O)(OC)C1=CC=C(C=C1)CC(C)N (2-(4-carbomethoxyphenyl)-1-methylethylamine), C(Cl)Cl (methylene chloride), CC=1N=COC1C(CBr)=O (4-Methyl-5-bromoacetyl-oxazole), C(C)(C)N(C(C)C)CC (N,N-diisopropyl-ethylamine), C(Cl)Cl (methylene chloride), NC(=O)N (amino-ketone), [BH4-].[Na+] (sodium borohydride). Solvent: CO (methanol). Reaction conditions: temperature 35 celsius, time 1 hour. The product is Cl.Cl.C(=O)(OC)C1=CC=C(C=C1)CC(C)NCC(C1=C(N=CO1)C)O (N-[2-(4-Carbomethoxyphenyl)-1-methylethyl]-2-hydroxy-2-(4-methyl-oxazol-5-yl)ethanamine dihydrochloride). Reaction SMILES: [CH3:1][C:2]1[N:3]=[CH:4][O:5][C:6]=1[C:7](=[O:10])[CH2:8]Br.C(N(CC)C(C)C)(C)C.[C:20]([C:24]1[CH:29]=[CH:28][C:27]([CH2:30][CH:31]([NH2:33])[CH3:32])=[CH:26][CH:25]=1)([O:22][CH3:23])=[O:21].NC(N)=O.[BH4-].[Na+].C(Cl)[Cl:41]>CO>[ClH:41].[ClH:41].[C:20]([C:24]1[CH:29]=[CH:28][C:27]([CH2:30][CH:31]([NH:33][CH2:8][CH:7]([OH:10])[C:6]2[O:5][CH:4]=[N:3][C:2]=2[CH3:1])[CH3:32])=[CH:26][CH:25]=1)([O:22][CH3:23])=[O:21] |f:4.5,8.9.10|. Procedure details: 2.6 g (0.009 mol) of 4-Methyl-5-bromoacetyl-oxazole and 1.16 g (0.009 mol) of N,N-diisopropyl-ethylamine are dissolved in 50 ml of methylene chloride. This solution is added dropwise, within 20 minutes to 3.47 g (0.018 mol) of 2-(4-carbomethoxyphenyl)-1-methylethylamine in 100 ml of methylene chloride, and the mixture is stirred at room temperature for 2 hours and at 35° C. for 1 hour. The reaction solution is cooled in an ice bath, and 150 ml of methanol are added. Then, for the reduction of th... The reactants are CC(O)(CCCl)c1ccccc1-c1ccccc1, c1c[nH]cn1. Product: CC(O)(CCn1ccnc1)c1ccccc1-c1ccccc1. RXN SMILES: [Cl:1][CH2:2][CH2:3][C:4]([CH3:5])([OH:6])[c:7]1[c:8](-[c:13]2[cH:14][cH:15][cH:16][cH:17][cH:18]2)[cH:9][cH:10][cH:11][cH:12]1.[nH:19]1[cH:20][n:21][cH:22][cH:23]1>>[CH2:2]([CH2:3][C:4]([CH3:5])([OH:6])[c:7]1[c:8](-[c:13]2[cH:14][cH:15][cH:16][cH:17][cH:18]2)[cH:9][cH:10][cH:11][cH:12]1)[n:19]1[cH:20][n:21][cH:22][cH:23]1. Reactants: COC(C1=CC(C(=O)OC)=CC(=C1)I)=O (dimethyl-5-iodisophthalate), [Cl-].[Cl-].[Ca+2] (CaCl2), Cl (HCl), [BH4-].[Na+] (NaBH4). The solvent is C1CCOC1 (THF), O (H2O). Conditions: time 1 day. Product: OCC=1C=C(C=C(C1)I)CO ((3-hydroxymethyl-5-iodo-phenyl)-methanol). As a reaction SMILES: C[O:2][C:3](=O)[C:4]1[CH:13]=[C:12]([I:14])[CH:11]=[C:6]([C:7](OC)=[O:8])[CH:5]=1.[Cl-].[Cl-].[Ca+2].[BH4-].[Na+].Cl>C1COCC1.O>[OH:8][CH2:7][C:6]1[CH:5]=[C:4]([CH2:3][OH:2])[CH:13]=[C:12]([I:14])[CH:11]=1 |f:1.2.3,4.5|. Procedure details: A solution of dimethyl-5-iodisophthalate in 800 ml of THF was treated with with 22.2 g of CaCl2. Then, 15.2 g of NaBH4 were added portionwise. The mixture was stirred for one day at room temperature. Then, the mixture was acidified with 250 ml of 3N HCl and diluted with 2 l of H2O. The crude product was isolated by extraction and purified by crystallization from THF/hexane. There were obtained 11.2 g of (3-hydroxymethyl-5-iodo-phenyl)-methanol as white crystals.